The task is: describe an organic reaction: reactants, conditions, products, and yield. This data is from the Open Reaction Database (ORD), a public repository of structured organic reaction records. Reactants: FC1=C(C#N)C(=CC=C1F)F (2,3,6-Trifluorobenzonitrile), N (ammonia), O (Water). The solvent is C(C)#N (acetonitrile). The product is NC1=C(C#N)C(=CC=C1F)F (2-Amino-3,6-difluorobenzonitrile). As a reaction SMILES: F[C:2]1[C:9]([F:10])=[CH:8][CH:7]=[C:6]([F:11])[C:3]=1[C:4]#[N:5].O.[NH3:13]>C(#N)C>[NH2:13][C:2]1[C:9]([F:10])=[CH:8][CH:7]=[C:6]([F:11])[C:3]=1[C:4]#[N:5]. Procedure: 2,3,6-Trifluorobenzonitrile (1.76 ml, 15.2 mmol) in aqueous ammonia (20 ml) and acetonitrile (10 ml) was stirred for 7 days. Water was added. The whole was extracted with ether, the ether was dried (sodium sulphate) and evaporated. Flash column chromatography on silica gel, eluting with dichloromethane, gave the product (1.2 g), MS (+EI) 154 (M+), 1H NMR (CDCl3) 7.07-7.16 (1H, m), 6.36-6.43 (1H, m), 4.62 (2H, s). The reactants are COc1ccccc1Oc1c(NS(=O)(=O)c2ccc(C(C)(C)C)cc2)ncnc1OCCN, CCCS(=O)(=O)Cl. The product is CCCS(=O)(=O)NCCOc1ncnc(NS(=O)(=O)c2ccc(C(C)(C)C)cc2)c1Oc1ccccc1OC. As a reaction SMILES: [C:1]([CH3:2])([CH3:3])([CH3:4])[c:5]1[cH:6][cH:7][c:8]([S:11](=[O:12])(=[O:13])[NH:14][c:15]2[n:16][cH:17][n:18][c:19]([O:30][CH2:31][CH2:32][NH2:33])[c:20]2[O:21][c:22]2[c:23]([O:28][CH3:29])[cH:24][cH:25][cH:26][cH:27]2)[cH:9][cH:10]1.[CH2:34]([CH2:35][CH3:36])[S:37](=[O:38])(=[O:39])[Cl:40]>>[C:1]([CH3:2])([CH3:3])([CH3:4])[c:5]1[cH:6][cH:7][c:8]([S:11](=[O:12])(=[O:13])[NH:14][c:15]2[n:16][cH:17][n:18][c:19]([O:30][CH2:31][CH2:32][NH:33][S:37]([CH2:34][CH2:35][CH3:36])(=[O:38])=[O:39])[c:20]2[O:21][c:22]2[c:23]([O:28][CH3:29])[cH:24][cH:25][cH:26][cH:27]2)[cH:9][cH:10]1. Reactants: C12CC(CC(CC1)N2)C2C1=CC=CC=C1OC=1C=C(C=CC21)C2=C(C=CC=C2)NC(C)=O (N-{2-[9-(8-Aza-bicyclo[3.2.1]oct-3-yl)-9H-xanthen-3-yl]-phenyl}-acetamide), O1C(=CC=C1)CN1C2CC(CC1CC2)C2C1=CC=CC=C1OC=1C=C(C=CC21)C2=C(C=CC=C2)NC(C)=O (N-{2-[9-(8-furan-2-ylmethyl-8-aza-bicyclo[3.2.1]oct-3-yl)-9H-xanthen-3-yl]-phenyl}-acetamide), N1=CC(=CC=C1)C=1C=CC=2C(C3=CC=CC=C3OC2C1)C1CC2CCC(C1)N2 (3-(3-pyridin-3-yl-9H-xanthen-9-yl)-8-aza-bicyclo[3.2.1]octane), N1=CC(=CC=C1)C=1C=CC=2C(C3=CC=CC=C3OC2C1)C1CC2CCC(C1)N2 (3-(3-Pyridin-3-yl-9H-xanthen-9-yl)-8-aza-bicyclo[3.2.1]octane). Procedure: Using an adaptation of the method described in Procedure 12, substituting N-{2-[9-(8-aza-bicyclo[3.2.1]oct-3-yl)-9H-xanthen-3-yl]-phenyl}-acetamide, 7b for 3-(3-pyridin-3-yl-9H-xanthen-9-yl)-8-aza-bicyclo[3.2.1]octane, 3b, title compound N-{2-[9-(8-furan-2-ylmethyl-8-aza-bicyclo[3.2.1]oct-3-yl)-9H-xanthen-3-yl]-phenyl}-acetamide, 13b was obtained as a TFA salt. MS m/z (MH+) 505.2. The product is O1C=C(C=C1)N1C2(CC(CC1CC2)C2C1=CC=CC=C1OC=1C=C(C=CC21)C2=C(C=CC=C2)NC(C)=O)C (N-{2-[9-(8-Furan-3-yl methyl-8-aza-bicyclo[3.2.1]oct-3-yl)-9H-xanthen-3-yl]-phenyl}-acetamide). Reaction SMILES: [CH:1]12NC(CC1)CC(C1C3C=CC(C4C=CC=CC=4NC(=O)C)=CC=3OC3C1=CC=CC=3)C2.N1C=CC=C(C2C=CC3C(C4CC5NC(CC5)C4)C4C(OC=3C=2)=CC=CC=4)C=1.[O:61]1[CH:65]=[CH:64]C=[C:62]1[CH2:66][N:67]1[CH:72]2[CH2:73][CH2:74][CH:68]1[CH2:69][CH:70]([CH:75]1[C:88]3[CH:87]=[CH:86][C:85]([C:89]4[CH:94]=[CH:93][CH:92]=[CH:91][C:90]=4[NH:95][C:96](=[O:98])[CH3:97])=[CH:84][C:83]=3[O:82][C:81]3[C:76]1=[CH:77][CH:78]=[CH:79][CH:80]=3)[CH2:71]2>>[O:61]1[CH:65]=[CH:64][C:66]([N:67]2[CH:68]3[CH2:74][CH2:73][C:72]2([CH3:1])[CH2:71][CH:70]([CH:75]2[C:88]4[CH:87]=[CH:86][C:85]([C:89]5[CH:94]=[CH:93][CH:92]=[CH:91][C:90]=5[NH:95][C:96](=[O:98])[CH3:97])=[CH:84][C:83]=4[O:82][C:81]4[C:76]2=[CH:77][CH:78]=[CH:79][CH:80]=4)[CH2:69]3)=[CH:62]1. The reactants are C(Cl)Cl.CO (DCM MeOH), O=C1O[C@H]([C@H]2N1C1=C(OC2)C=C(C=C1)N1C(COCC1)=O)CN1C(C2=CC=CC=C2C1=O)=O (2-(((3S,3aS)-1-oxo-7-(3-oxomorpholin-4-yl)-1,3,3a,4-tetrahydrobenzo[b]oxazolo[3,4-d][1,4]oxazin-3-yl)methyl)isoindolin-1,3-dione), O=C1O[C@H]([C@H]2N1C1=C(OC2)C=C(C=C1)N1C(COCC1)=O)CN1C(C2=CC=CC=C2C1=O)=O (2-(((3S,3aS)-1-oxo-7-(3-oxomorpholin-4-yl)-1,3,3a,4-tetrahydrobenzo[b]oxazolo[3,4-d][1,4]oxazin-3-yl)methyl)isoindolin-1,3-dione), methylamine alcohol. Run in C(C)O (ethanol). Reaction conditions: temperature 78 celsius. Yields the product NC[C@@H]1OC(N2C3=C(OC[C@H]21)C=C(C=C3)N3C(COCC3)=O)=O ((3S,3 aS)-3-aminomethyl-7-(3-oxomorpholin-4-yl)-3a,4-dihydrobenzo[b]oxazolo[3,4-d][1,4]oxazin-1 (3H)-one). RXN SMILES: [O:1]=[C:2]1[N:6]2[C:7]3[CH:14]=[CH:13][C:12]([N:15]4[CH2:20][CH2:19][O:18][CH2:17][C:16]4=[O:21])=[CH:11][C:8]=3[O:9][CH2:10][C@H:5]2[C@H:4]([CH2:22][N:23]2C(=O)C3C(=CC=CC=3)C2=O)[O:3]1.C(Cl)Cl.CO>C(O)C>[NH2:23][CH2:22][C@H:4]1[C@H:5]2[N:6]([C:7]3[CH:14]=[CH:13][C:12]([N:15]4[CH2:20][CH2:19][O:18][CH2:17][C:16]4=[O:21])=[CH:11][C:8]=3[O:9][CH2:10]2)[C:2](=[O:1])[O:3]1 |f:1.2|. Reported procedure: Compound 2-(((3S,3aS)-1-oxo-7-(3-oxomorpholin-4-yl)-1,3,3a,4-tetrahydrobenzo[b]oxazolo[3,4-d][1,4]oxazin-3-yl)methyl)isoindolin-1,3-dione (3.71 g, 8.263 mmol) prepared as above in (d) was partly dissolved in 50 ml of ethanol. 60 ml of methylamine alcohol solution was added and the mixture was allowed to react under reflux at 78° C. for 3 h. TLC (DCM/MeOH=10/1) was employed to monitor the reaction. After the reaction completed, the solvent was evaporated, and the remainder was directly subjected ... Starting materials: C(C)(C)(C)OC(=O)N1CCN(CC1)C(=O)C1=C(N(C2=NC=C(C=C21)OC)C2=CC=CC=C2)OC2=C(C=CC(=C2)F)C (4-[2-(5-Fluoro-2-methyl-phenoxy)-5-methoxy-1-phenyl-1H-pyrrolo[2,3-b]pyridine-3-carbonyl]-piperazine-1-carboxylic acid tert-butyl ester), Cl.Cl.FC=1C=CC(=C(OC2=C(C=3C(=NC=C(C3)OC)N2C2=CC=CC=C2)C(=O)N2CCNCC2)C1)C ([2-(5-fluoro-2-methyl-phenoxy)-5-methoxy-1-phenyl-1H-pyrrolo[2,3-b]pyridin-3-yl]-piperazin-1-yl-methanone dihydrochloride), Cl (hydrochloric acid). Product: FC=1C=CC(=C(OC2=C(C=3C(=NC=C(C3)OC)N2C2=CC=CC=C2)C(=O)N2CCNCC2)C1)C ([2-(5-Fluoro-2-methyl-phenoxy)-5-methoxy-1-phenyl-1H-pyrrolo[2,3-b]pyridin-3-yl]-piperazin-1-yl-methanone). Yield: 82.8%. As a reaction SMILES: C(OC([N:8]1[CH2:13][CH2:12][N:11]([C:14]([C:16]2[C:24]3[C:19](=[N:20][CH:21]=[C:22]([O:25][CH3:26])[CH:23]=3)[N:18]([C:27]3[CH:32]=[CH:31][CH:30]=[CH:29][CH:28]=3)[C:17]=2[O:33][C:34]2[CH:39]=[C:38]([F:40])[CH:37]=[CH:36][C:35]=2[CH3:41])=[O:15])[CH2:10][CH2:9]1)=O)(C)(C)C.Cl.Cl.Cl.FC1C=CC(C)=C(C=1)OC1N(C2C=CC=CC=2)C2=NC=C(OC)C=C2C=1C(N1CCNCC1)=O>>[F:40][C:38]1[CH:37]=[CH:36][C:35]([CH3:41])=[C:34]([CH:39]=1)[O:33][C:17]1[N:18]([C:27]2[CH:28]=[CH:29][CH:30]=[CH:31][CH:32]=2)[C:19]2=[N:20][CH:21]=[C:22]([O:25][CH3:26])[CH:23]=[C:24]2[C:16]=1[C:14]([N:11]1[CH2:10][CH2:9][NH:8][CH2:13][CH2:12]1)=[O:15] |f:2.3.4|. Procedure details: The compound of step 6 (30.0 mg, 53.5 μmol) was reacted analogously as described in example 1, step 7. Dissolution of the obtained solid in a small quantity of MOH, addition of hydrochloric acid (0.1 M) and lyophilization overnight yielded 20.4 mg of the title compound in the form of the [2-(5-fluoro-2-methyl-phenoxy)-5-methoxy-1-phenyl-1H-pyrrolo[2,3-b]pyridin-3-yl]-piperazin-1-yl-methanone dihydrochloride. Reactants: BrC(C(=O)C1=CC=C(C=C1)C1(CCC1)NC(OC(C)(C)C)=O)C1=CC=CC=C1 (tert-butyl (1-{4-[bromo(phenyl)acetyl]phenyl}cyclobutyl)carbamate), CC=1C(=NC=C(N1)C)N (3,5-dimethylpyrazin-2-amine), C(C)(C)N(CC)C(C)C (diisopropylethylamine). Solvent: C(C)(C)O (isopropanol). Run at temperature 130 celsius. The product is CC=1N=C(C=2N(C1)C(=C(N2)C2=CC=C(C=C2)C2(CCC2)NC(OC(C)(C)C)=O)C2=CC=CC=C2)C (tert-Butyl {1-[4-(6,8-dimethyl-3-phenylimidazo[1,2-a]pyrazin-2-yl)phenyl]-cyclobutyl}carbamate). RXN SMILES: Br[CH:2]([C:23]1[CH:28]=[CH:27][CH:26]=[CH:25][CH:24]=1)[C:3]([C:5]1[CH:10]=[CH:9][C:8]([C:11]2([NH:15][C:16](=[O:22])[O:17][C:18]([CH3:21])([CH3:20])[CH3:19])[CH2:14][CH2:13][CH2:12]2)=[CH:7][CH:6]=1)=O.[CH3:29][C:30]1[C:31]([NH2:37])=[N:32][CH:33]=[C:34]([CH3:36])[N:35]=1.C(N(C(C)C)CC)(C)C>C(O)(C)C>[CH3:36][C:34]1[N:35]=[C:30]([CH3:29])[C:31]2[N:32]([C:2]([C:23]3[CH:28]=[CH:27][CH:26]=[CH:25][CH:24]=3)=[C:3]([C:5]3[CH:10]=[CH:9][C:8]([C:11]4([NH:15][C:16](=[O:22])[O:17][C:18]([CH3:21])([CH3:20])[CH3:19])[CH2:14][CH2:13][CH2:12]4)=[CH:7][CH:6]=3)[N:37]=2)[CH:33]=1. Procedure: To a mixture of crude tert-butyl (1-{4-[bromo(phenyl)acetyl]phenyl}cyclobutyl)carbamate [Int-1-A] (770 mg, 1.61 mmol, 1.0 eq), 3,5-dimethylpyrazin-2-amine (CAS-Nr. 91678-81-8, 218 mg, 1.77 mmol, 1.1 eq) and diisopropylethylamine (0.28 mL, 1.61 mmol, 1.0 eq) in 10 mL isopropanol was added 3 Å molsieves. The reaction mixture was heated to reflux temperature for 2 h. No conversion was observed under these conditions (UPLC-MS). Therefore, the reaction mixture was heated to 130° C. for 1 h under micr... Starting materials: O=C([O-])[O-], CS(C)=O, I[Cu]I, Fc1ccccc1I, [K+], [K+], CCOC(=O)C1CCNCC1, O, O=C(O)C1CCCN1. Yields the product CCOC(=O)C1CCN(c2ccccc2F)CC1. Reaction SMILES: [C:20](=[O:21])([O-:22])[O-:23].[CH3:34][S:35](=[O:36])[CH3:37].[Cu:38]([I:39])[I:40].[F:1][c:2]1[c:3]([I:8])[cH:4][cH:5][cH:6][cH:7]1.[K+:24].[K+:25].[NH:9]1[CH2:10][CH2:11][CH:12]([C:13](=[O:14])[O:15][CH2:16][CH3:17])[CH2:18][CH2:19]1.[OH2:41].[OH:26][C:27]([CH:28]1[NH:29][CH2:30][CH2:31][CH2:32]1)=[O:33]>>[F:1][c:2]1[c:3]([N:9]2[CH2:10][CH2:11][CH:12]([C:13](=[O:14])[O:15][CH2:16][CH3:17])[CH2:18][CH2:19]2)[cH:4][cH:5][cH:6][cH:7]1. The reactants are FC(F)(F)c1cc(COC2CCNCC2Cc2ccccc2)cc(C(F)(F)F)c1, C1CCOC1, CN=C=O. Product: CNC(=O)N1CCC(OCc2cc(C(F)(F)F)cc(C(F)(F)F)c2)C(Cc2ccccc2)C1. As a reaction SMILES: [CH2:1]([c:2]1[cH:3][cH:4][cH:5][cH:6][cH:7]1)[CH:8]1[CH2:9][NH:10][CH2:11][CH2:12][CH:13]1[O:14][CH2:15][c:16]1[cH:17][c:18]([C:26]([F:27])([F:28])[F:29])[cH:19][c:20]([C:22]([F:23])([F:24])[F:25])[cH:21]1.[CH2:34]1[O:35][CH2:36][CH2:37][CH2:38]1.[CH3:30][N:31]=[C:32]=[O:33]>>[CH2:1]([c:2]1[cH:3][cH:4][cH:5][cH:6][cH:7]1)[CH:8]1[CH2:9][N:10]([C:32]([NH:31][CH3:30])=[O:33])[CH2:11][CH2:12][CH:13]1[O:14][CH2:15][c:16]1[cH:17][c:18]([C:26]([F:27])([F:28])[F:29])[cH:19][c:20]([C:22]([F:23])([F:24])[F:25])[cH:21]1. Starting materials: C29H41N2O4, CC(CO)C (2-methyl-1-propanol), CCOC(=O)/N=N/C(=O)OCC (DEAD), C1(=CC=CC=C1)P(C1=CC=CC=C1)C1=CC=CC=C1 (triphenylphosphine), OC1=CC=C(C=C1)[C@H]([C@@H]1N(CCC1)C(=O)OC(C)(C)C)NC([C@@H](C)C1=CC=CC=C1)=O ((R)-tert-Butyl 2-((R)-(4-hydroxyphenyl)((S)-2-phenylpropanamido)methyl)pyrrolidine-1-carboxylate). Run in C1CCOC1 (THF). Conditions: temperature 140 celsius. Yields the product C(C(C)C)OC1=CC=C(C=C1)[C@H]([C@@H]1N(CCC1)C(=O)OC(C)(C)C)NC([C@@H](C)C1=CC=CC=C1)=O ((R)-tert-Butyl 2-((R)-(4-isobutoxyphenyl)((S)-2-phenylpropanamido)methyl)pyrrolidine-1-carboxylate). Reaction SMILES: [CH3:1][CH:2]([CH3:5])[CH2:3][OH:4].CCOC(/N=N/C(OCC)=O)=O.C1(P(C2C=CC=CC=2)C2C=CC=CC=2)C=CC=CC=1.O[C:38]1[CH:43]=[CH:42][C:41]([C@@H:44]([NH:57][C:58](=[O:67])[C@H:59]([C:61]2[CH:66]=[CH:65][CH:64]=[CH:63][CH:62]=2)[CH3:60])[C@H:45]2[CH2:49][CH2:48][CH2:47][N:46]2[C:50]([O:52][C:53]([CH3:56])([CH3:55])[CH3:54])=[O:51])=[CH:40][CH:39]=1>C1COCC1>[CH2:3]([O:4][C:38]1[CH:39]=[CH:40][C:41]([C@@H:44]([NH:57][C:58](=[O:67])[C@H:59]([C:61]2[CH:66]=[CH:65][CH:64]=[CH:63][CH:62]=2)[CH3:60])[C@H:45]2[CH2:49][CH2:48][CH2:47][N:46]2[C:50]([O:52][C:53]([CH3:56])([CH3:54])[CH3:55])=[O:51])=[CH:42][CH:43]=1)[CH:2]([CH3:5])[CH3:1]. Reported procedure: A solution of 2-methyl-1-propanol (6.52 μL, 0.071 mmol), DEAD (11.19 μL, 0.071 mmol), and triphenylphosphine (18.53 mg, 0.071 mmol) in THF (520 μL) in a microwave vial was stirred at room temperature for 10 min. (R)-tert-Butyl 2-((R)-(4-hydroxyphenyl)((S)-2-phenylpropanamido)methyl)pyrrolidine-1-carboxylate (30 mg, 0.071 mmol) was added and the solution heated at 140° C. in a microwave (Biotage) for 20 min. The crude mixture was filtered through a plug of silica gel eluting with 50% EtOAc in hex... Starting materials: C1CCC2=CC(=CC=C12)NC1=C(C(C(=O)O)=CC=C1)C(=O)O (3-(indan-5-ylamino)-phthalic acid), Br.N[C@@]1(C(NC(CC1)=O)=O)C ((3S)-3-amino-3-methyl-piperidine-2,6-dione hydrobromide). Run in N1=CC=CC=C1 (pyridine). The product is C1CCC2=CC(=CC=C12)NC1=C2C(N(C(C2=CC=C1)=O)[C@@]1(C(NC(CC1)=O)=O)C)=O (4-(INDAN-5-YLAMINO)-2-[(3S)-3-METHYL-2,6-DIOXO-PIPERIDIN-3-YL]-ISOINDOLE-1,3-DIONE). Yield: 45.0%. As a reaction SMILES: [CH2:1]1[C:9]2[C:4](=[CH:5][C:6]([NH:10][C:11]3[CH:19]=[CH:18][CH:17]=[C:13]([C:14](O)=[O:15])[C:12]=3[C:20]([OH:22])=O)=[CH:7][CH:8]=2)[CH2:3][CH2:2]1.Br.[NH2:24][C@@:25]1([CH3:33])[CH2:30][CH2:29][C:28](=[O:31])[NH:27][C:26]1=[O:32]>N1C=CC=CC=1>[CH2:1]1[C:9]2[C:4](=[CH:5][C:6]([NH:10][C:11]3[CH:19]=[CH:18][CH:17]=[C:13]4[C:12]=3[C:20](=[O:22])[N:24]([C@@:25]3([CH3:33])[CH2:30][CH2:29][C:28](=[O:31])[NH:27][C:26]3=[O:32])[C:14]4=[O:15])=[CH:7][CH:8]=2)[CH2:3][CH2:2]1 |f:1.2|. Reported procedure: A mixture of 3-(indan-5-ylamino)-phthalic acid (0.62 g, 3.1 mmol) and (3S)-3-amino-3-methyl-piperidine-2,6-dione hydrobromide (0.50 g, 2.1 mmol) in pyridine (10 mL) was heated to reflux for 17 hours. The mixture was cooled and evaporated under vacuum. The residue was dissolved in ethyl acetate (100 mL), washed with dilute aqueous HCl (2×100 mL) and water (2×100 mL), and evaporated. The residue was purified by ISCO silica gel flash chromatography using a hexanes-ethyl acetate gradient, eluting 0....